This data is from the Open Reaction Database (ORD), a public repository of structured organic reaction records. The task is: describe an organic reaction: reactants, conditions, products, and yield Reactants: CC(C)(C)Cc1cn(C(c2ccccc2)(c2ccccc2)c2ccccc2)c(CC(O)(c2ccc(Br)cc2)C(F)F)n1, CCCC[Sn](CCCC)(CCCC)c1ccnn1C, [Cs+], [F-], C1CCOC1, Cl[Pd]Cl, c1ccc(P(c2ccccc2)c2ccccc2)cc1, c1ccc(P(c2ccccc2)c2ccccc2)cc1. Yields the product Cn1nccc1-c1ccc(C(O)(Cc2nc(CC(C)(C)C)cn2C(c2ccccc2)(c2ccccc2)c2ccccc2)C(F)F)cc1. Reaction SMILES: [Br:20][c:21]1[cH:22][cH:23][c:24]([C:27]([CH:28]([F:29])[F:30])([CH2:31][c:32]2[n:33]([C:42]([c:43]3[cH:44][cH:45][cH:46][cH:47][cH:48]3)([c:49]3[cH:50][cH:51][cH:52][cH:53][cH:54]3)[c:55]3[cH:56][cH:57][cH:58][cH:59][cH:60]3)[cH:34][c:35]([CH2:37][C:38]([CH3:39])([CH3:40])[CH3:41])[n:36]2)[OH:61])[cH:25][cH:26]1.[CH3:1][n:2]1[n:3][cH:4][cH:5][c:6]1[Sn:7]([CH2:8][CH2:9][CH2:10][CH3:11])([CH2:12][CH2:13][CH2:14][CH3:15])[CH2:16][CH2:17][CH2:18][CH3:19].[Cs+:63].[F-:62].[O:64]1[CH2:65][CH2:66][CH2:67][CH2:68]1.[Pd:69]([Cl:70])[Cl:71].[c:72]1([P:73]([c:74]2[cH:75][cH:76][cH:77][cH:78][cH:79]2)[c:80]2[cH:81][cH:82][cH:83][cH:84][cH:85]2)[cH:86][cH:87][cH:88][cH:89][cH:90]1.[c:91]1([P:92]([c:93]2[cH:94][cH:95][cH:96][cH:97][cH:98]2)[c:99]2[cH:100][cH:101][cH:102][cH:103][cH:104]2)[cH:105][cH:106][cH:107][cH:108][cH:109]1>>[CH3:1][n:2]1[n:3][cH:4][cH:5][c:6]1-[c:21]1[cH:22][cH:23][c:24]([C:27]([CH:28]([F:29])[F:30])([CH2:31][c:32]2[n:33]([C:42]([c:43]3[cH:44][cH:45][cH:46][cH:47][cH:48]3)([c:49]3[cH:50][cH:51][cH:52][cH:53][cH:54]3)[c:55]3[cH:56][cH:57][cH:58][cH:59][cH:60]3)[cH:34][c:35]([CH2:37][C:38]([CH3:39])([CH3:40])[CH3:41])[n:36]2)[OH:61])[cH:25][cH:26]1. Reactants: C1CCOC1, COC(=O)c1cc(-c2ccccc2)cn1C, CO, [Li+], [OH-], O, O. Yields the product Cn1cc(-c2ccccc2)cc1C(=O)O. RXN SMILES: [CH2:20]1[O:21][CH2:22][CH2:23][CH2:24]1.[CH3:1][O:2][C:3](=[O:4])[c:5]1[n:6]([CH3:16])[cH:7][c:8](-[c:10]2[cH:11][cH:12][cH:13][cH:14][cH:15]2)[cH:9]1.[CH3:25][OH:26].[Li+:18].[OH-:17].[OH2:19].[OH2:27]>>[O:2]=[C:3]([OH:4])[c:5]1[n:6]([CH3:16])[cH:7][c:8](-[c:10]2[cH:11][cH:12][cH:13][cH:14][cH:15]2)[cH:9]1. Reactants: FC1=C(C(=O)O)C=C(C(=C1)[N+](=O)[O-])OC (2-fluoro-5-methoxy-4-nitro-benzoic acid), C1(=CC=CC=C1)C (toluene), CO (methanol), C[Si](C)(C)C=[N+]=[N-] (trimethylsilyldiazomethane). Run in CCOCC (ether). Run at time 2 hour. Yields the product COC(C1=C(C=C(C(=C1)OC)[N+](=O)[O-])F)=O (2-fluoro-5-methoxy-4-nitro-benzoic acid methyl ester). RXN SMILES: [F:1][C:2]1[CH:10]=[C:9]([N+:11]([O-:13])=[O:12])[C:8]([O:14][CH3:15])=[CH:7][C:3]=1[C:4]([OH:6])=[O:5].[C:16]1(C)C=CC=CC=1.CO.C[Si](C=[N+]=[N-])(C)C>CCOCC>[CH3:16][O:5][C:4](=[O:6])[C:3]1[CH:7]=[C:8]([O:14][CH3:15])[C:9]([N+:11]([O-:13])=[O:12])=[CH:10][C:2]=1[F:1]. Procedure details: Into a round bottom flask, 2-fluoro-5-methoxy-4-nitro-benzoic acid (2.84 g, 0.0132 mol;), toluene (25 mL, 0.23 mol), methanol (5 mL, 0.1 mol;) were added. 2.00 M of trimethylsilyldiazomethane in ether (7.92 mL) was added drop wise at 5° C. The reaction was stirred at room temperature for 2 hours. The solvent was removed under vacuum to afford a yellow solid. The solid was triturated with 10% Et2O and hexane to give 2-fluoro-5-methoxy-4-nitro-benzoic acid methyl ester as an off white solid (2.84,...